Task: describe an organic reaction: reactants, conditions, products, and yield. Dataset: the Open Reaction Database (ORD), a public repository of structured organic reaction records Reactants: Cl.NCC(=O)NC1=CC=CC2=CC=C(C=C12)O (Amino-N-(7-hydroxynaphthalen-1yl)acetamide hydrochloride), [BH3-]C#N.[Na+] (NaCNBH3), C(#N)C1=C(C=C(CN2C=NC=C2C=O)C=C1)F (1-(4-cyano-3-fluorobenzyl)-5-imidazolecarboxaldehyde), C(C)(C)N(C(C)C)CC (N,N-diisopropylethylamine). The solvent is CO (MeOH), C(C)(=O)O (Acetic acid), CC(=O)O (AcOH). Reaction conditions: time 1 hour. Product: C(#N)C1=C(C=C(CN2C=NC=C2CNCC(=O)NC2=CC=CC3=CC=C(C=C23)O)C=C1)F (2-{[3-(4-Cyano-3-fluorobenzyl)-3H-imidazol-4-ylmethyl]amino}-N-(7-hydroxynaphthalen-1-yl)acetamide). Reaction SMILES: Cl.[NH2:2][CH2:3][C:4]([NH:6][C:7]1[C:16]2[C:11](=[CH:12][CH:13]=[C:14]([OH:17])[CH:15]=2)[CH:10]=[CH:9][CH:8]=1)=[O:5].[C:18]([C:20]1[CH:33]=[CH:32][C:23]([CH2:24][N:25]2[C:29]([CH:30]=O)=[CH:28][N:27]=[CH:26]2)=[CH:22][C:21]=1[F:34])#[N:19].C(N(CC)C(C)C)(C)C.[BH3-]C#N.[Na+]>CO.CC(O)=O>[C:18]([C:20]1[CH:33]=[CH:32][C:23]([CH2:24][N:25]2[C:29]([CH2:30][NH:2][CH2:3][C:4]([NH:6][C:7]3[C:16]4[C:11](=[CH:12][CH:13]=[C:14]([OH:17])[CH:15]=4)[CH:10]=[CH:9][CH:8]=3)=[O:5])=[CH:28][N:27]=[CH:26]2)=[CH:22][C:21]=1[F:34])#[N:19] |f:0.1,4.5|. Reported procedure: Amino-N-(7-hydroxynaphthalen-1yl)acetamide hydrochloride, as described above in Step M, (90 mg, 0.36 mmol) and 1-(4-cyano-3-fluorobenzyl)-5-imidazolecarboxaldehyde, as described above in Step G, (82 mg, 0.36 mmol), were stirred in MeOH (2 mL) and was neutralized with N,N-diisopropylethylamine. Acetic acid was then added dropwise to adjust the mixture to ca. pH 5, as judged by wetted pH paper. The mixture was stirred for 1 hr at ambient temperature, then NaCNBH3 (25 mg, 0.40 mmol) was added, the ...